The task is: describe an organic reaction: reactants, conditions, products, and yield. This data is from the Open Reaction Database (ORD), a public repository of structured organic reaction records. Starting materials: ClC1=C(C(=CC=C1)Cl)[N+](=O)[O-] (2,6-dichloronitrobenzene), C(O)CN (ethanolamine). Yields the product OCCNC1=C(C(=CC=C1)Cl)[N+](=O)[O-] (2-(β-hydroxyethyl)amino-6-chloronitrobenzene). As a reaction SMILES: Cl[C:2]1[CH:7]=[CH:6][CH:5]=[C:4]([Cl:8])[C:3]=1[N+:9]([O-:11])=[O:10].[CH2:12]([CH2:14][NH2:15])[OH:13]>>[OH:13][CH2:12][CH2:14][NH:15][C:2]1[CH:7]=[CH:6][CH:5]=[C:4]([Cl:8])[C:3]=1[N+:9]([O-:11])=[O:10]. Procedure details: 0.04 mole (7.7 g) of 2,6-dichloronitrobenzene in 30 ml of ethanolamine is heated for 8 hours at 70° C. The reaction mixture is poured onto ice, and then extracted with ethyl acetate. After washing and drying, the ethyl acetate phase is evaporated to dryness under vacuum. The dry extract is recrystallized from ethanol. The product obtained melts at 78° C. (literature value 78.5° C.). Reactants: FC(F)(F)S(=O)(=O)C1=CC=C(C=C1)Cl (4-chlorophenyl trifluoromethyl sulfone), ClC=1C=C(C=CC1Cl)O (3,4-dichlorophenol), C(=O)([O-])[O-].[K+].[K+] (K2CO3). Run in CS(=O)C (DMSO). Reaction conditions: temperature 125 celsius. Yields the product FC(S(=O)(=O)C1=CC=C(OC2=CC(=C(C=C2)Cl)Cl)C=C1)(F)F (4-(4-((Trifluoromethyl)sulfonyl)phenoxy)-1,2-dichlorobenzene). Yield: 86.3%. RXN SMILES: [F:1][C:2]([S:5]([C:8]1[CH:13]=[CH:12][C:11](Cl)=[CH:10][CH:9]=1)(=[O:7])=[O:6])([F:4])[F:3].[Cl:15][C:16]1[CH:17]=[C:18]([OH:23])[CH:19]=[CH:20][C:21]=1[Cl:22].C([O-])([O-])=O.[K+].[K+]>CS(C)=O>[F:1][C:2]([F:4])([F:3])[S:5]([C:8]1[CH:13]=[CH:12][C:11]([O:23][C:18]2[CH:19]=[CH:20][C:21]([Cl:22])=[C:16]([Cl:15])[CH:17]=2)=[CH:10][CH:9]=1)(=[O:7])=[O:6] |f:2.3.4|. Reported procedure: To a solution of 4.7 g (0.0192 mole) of 4-chlorophenyl trifluoromethyl sulfone prepared according to known procedures (see E. A. Nodiff et al., J. Org. Chem., 25, 60 (1959)) and 4.7 g (0.0288 mole) of 3,4-dichlorophenol dissolved in 150 ml of DMSO was added 4.0 g (0.0288 mole) of K2CO3. The reaction mixture was heated at 125° C. for 3.5 hrs and the product recovered (6.15 g, 86.3% yield) as described in Example 18. Recrystallization from ethanol afforded purified 4-(4-((trifluoromethyl)sulfonyl)...